This data is from the Open Reaction Database (ORD), a public repository of structured organic reaction records. The task is: describe an organic reaction: reactants, conditions, products, and yield The reactants are C1(=CC=CC=C1)C1(CCCCC1)C(=O)O (1-Phenylcyclohexanecarboxylic acid), C(C(=O)Cl)(=O)Cl (oxalyl chloride). Reagents/catalysts: CN(C=O)C (dimethylformamide). Run in ClCCl (dichloromethane). Run at temperature 40 celsius, time 1 hour. The product is C1(=CC=CC=C1)C1(CCCCC1)C(=O)Cl (1-Phenylcyclohexanecarbonyl chloride). Yield: 102.5%. As a reaction SMILES: [C:1]1([C:7]2([C:13]([OH:15])=O)[CH2:12][CH2:11][CH2:10][CH2:9][CH2:8]2)[CH:6]=[CH:5][CH:4]=[CH:3][CH:2]=1.C(Cl)(=O)C([Cl:19])=O>ClCCl.CN(C)C=O>[C:1]1([C:7]2([C:13]([Cl:19])=[O:15])[CH2:12][CH2:11][CH2:10][CH2:9][CH2:8]2)[CH:6]=[CH:5][CH:4]=[CH:3][CH:2]=1. Procedure: To a solution of 1-phenylcyclohexanecarboxylic acid (E7) (0.095 g, 0.46 mmol) in dry dichloromethane (3 ml) under argon atmosphere at ice bath temperature oxalyl chloride (0.468 g, 3.68 mmol) and one drop of dimethylformamide were added. The reaction mixture was stirred at room temperature for 15 minutes and at 40° C. for one hour, then concentrated under reduced pressure to give crude title compound (0.105 g, ca. 100%). The crude product was immediately utilized in the next step of the synthesi... Starting materials: C(C1=CC=CC=C1)OC(=O)N1CCC(C2=CC=CC=C12)=O (1-benzyloxycarbonyl-4-oxo-1,2,3,4-tetrahydroquinoline), CO (methanol), B1(N2CCC[C@@H]2C(O1)(C3=CC=CC=C3)C4=CC=CC=C4)C ((R)-2-methyl-CBS-oxazaborolidine), C(C1=CC=CC=C1)OC(=O)N1CCC(C2=CC=CC=C12)=O (1-benzyloxycarbonyl-4-oxo-1,2,3,4-tetrahydroquinoline). Run in ClCCl (dichloromethane), ClCCl (dichloromethane), ClCCl (dichloromethane). Conditions: time 15 minute. The product is C(C1=CC=CC=C1)OC(=O)N1CC[C@@H](C2=CC=CC=C12)O ((4S)-1-benzyloxycarbonyl-4-hydroxy-1,2,3,4-tetrahydroquinoline). Isolated yield 393.6%. Reaction SMILES: B1(C)OC(C2C=CC=CC=2)(C2C=CC=CC=2)[C@@H]2N1CCC2.[CH2:22]([O:29][C:30]([N:32]1[C:41]2[C:36](=[CH:37][CH:38]=[CH:39][CH:40]=2)[C:35](=[O:42])[CH2:34][CH2:33]1)=[O:31])[C:23]1[CH:28]=[CH:27][CH:26]=[CH:25][CH:24]=1.CO>ClCCl>[CH2:22]([O:29][C:30]([N:32]1[C:41]2[C:36](=[CH:37][CH:38]=[CH:39][CH:40]=2)[C@@H:35]([OH:42])[CH2:34][CH2:33]1)=[O:31])[C:23]1[CH:28]=[CH:27][CH:26]=[CH:25][CH:24]=1. Procedure: To a mixture of 0.5 mL of (R)-2-methyl-CBS-oxazaborolidine solution and 3 mL of dichloromethane was added dropwise 0.07 mL of 1.0M borane-dimethylsulfide complex at 25° C., and the mixture was stirred at the same temperature for 15 minutes. To the solution was added dropwise a solution of 141 mg of 1-benzyloxycarbonyl-4-oxo-1,2,3,4-tetrahydroquinoline in 2.5 mL of dichloromethane over about 10 minutes. Furthermore, to the reaction solution were added 0.07 mL of 1.0M borane-dimethylsulfide comple... Reactants: C(C)(C)C1C(=CCC=C1OC)OC (6-isopropyl-1,5dimethoxy-cyclohexa-1,4-diene), Cl (hydrochloric acid). The solvent is ice, CO (methanol). Conditions: time 45 minute. Product: C(C)(C)C1C(CCC=C1OC)=O (2-Isopropyl-3-methoxy-cyclohex-3-enone). The yield is 92.9%. Reaction SMILES: [CH:1]([CH:4]1[C:9]([O:10][CH3:11])=[CH:8][CH2:7][CH:6]=[C:5]1[O:12]C)([CH3:3])[CH3:2].Cl>CO>[CH:1]([CH:4]1[C:9]([O:10][CH3:11])=[CH:8][CH2:7][CH2:6][C:5]1=[O:12])([CH3:3])[CH3:2]. Procedure details: To a solution of 6-isopropyl-1,5dimethoxy-cyclohexa-1,4-diene (7 g) in methanol (50 mL) was added 2.5% hydrochloric acid (10 mL) drop wise at 0° C. The reaction mixture was stirred for 45 minutes, then diluted with ice-cold water (30 mL). The product was extracted with ether (3×70 mL). The combined organic extracts were washed with brine and dried over anhydrous sodium sulfate. Removal of the solvent in vacuo yielded the title compound as a light yellow oil (6 g, 93%). Reactants: ClCC(CO)O (3-chloro-1,2-propane-diol), OC=1C=C2C(C(NC2=CC1)=O)=CC1=CNC2=NC=CC=C12 (5-hydroxy-3-[(7-azaindol-3-yl)methylene]-2-oxindole), O (water). The solvent is C1(=CC=CC=C1)C (toluene). The product is OC(COC=1C=C2C(C(NC2=CC1)=O)=CC1=CNC2=NC=CC=C12)CO (5-(2,3-dihydroxypropoxy)-3-[(7-azaindol-3-yl)methylene]-2-oxindole). The yield is 70.0%. Reaction SMILES: [OH:1][C:2]1[CH:3]=[C:4]2[C:8](=[CH:9][CH:10]=1)[NH:7][C:6](=[O:11])[C:5]2=[CH:12][C:13]1[C:21]2[C:16](=[N:17][CH:18]=[CH:19][CH:20]=2)[NH:15][CH:14]=1.Cl[CH2:23][CH:24]([OH:27])[CH2:25][OH:26].O>C1(C)C=CC=CC=1>[OH:27][CH:24]([CH2:25][OH:26])[CH2:23][O:1][C:2]1[CH:3]=[C:4]2[C:8](=[CH:9][CH:10]=1)[NH:7][C:6](=[O:11])[C:5]2=[CH:12][C:13]1[C:21]2[C:16](=[N:17][CH:18]=[CH:19][CH:20]=2)[NH:15][CH:14]=1. Reported procedure: To a solution of 5-hydroxy-3-[(7-azaindol-3-yl)methylene]-2-oxindole (2.773 g, 10 mmol) in toluene (100 ml) was added portionwise under nitrogen NaH 80% (0.300 g, 10 mmol). After the salification was complete 3-chloro-1,2-propane-diol (1.547 g, 14 mmol) was added and the mixture heated to reflux for 5 h. After cooling water was added, the organic phase washed and evaporated to dryness. The residue was submitted to flash chromatography using CHCl3 --MeOH mixtures as eluant to give pure title comp... The reactants are CCN(C(C)C)C(C)C, CC(C)O, Cc1ccc(S(=O)(=O)n2ccc3c(Cl)nc(Cl)nc32)cc1, Nc1cccc(Br)c1C(=O)O. Product: Cc1ccc(S(=O)(=O)n2ccc3c(Nc4cccc(Br)c4C(=O)O)nc(Cl)nc32)cc1. Reaction SMILES: [CH2:33]([N:34]([CH:35]([CH3:36])[CH3:37])[CH:38]([CH3:39])[CH3:40])[CH3:41].[CH3:42][CH:43]([OH:44])[CH3:45].[Cl:1][c:2]1[n:3][c:4]([Cl:21])[c:5]2[c:6]([n:7]1)[n:8]([S:11](=[O:12])(=[O:13])[c:14]1[cH:15][cH:16][c:17]([CH3:20])[cH:18][cH:19]1)[cH:9][cH:10]2.[NH2:22][c:23]1[c:24]([C:25](=[O:26])[OH:27])[c:28]([Br:32])[cH:29][cH:30][cH:31]1>>[Cl:1][c:2]1[n:3][c:4]([NH:22][c:23]2[c:24]([C:25](=[O:26])[OH:27])[c:28]([Br:32])[cH:29][cH:30][cH:31]2)[c:5]2[c:6]([n:7]1)[n:8]([S:11](=[O:12])(=[O:13])[c:14]1[cH:15][cH:16][c:17]([CH3:20])[cH:18][cH:19]1)[cH:9][cH:10]2.